Dataset: the Open Reaction Database (ORD), a public repository of structured organic reaction records. Task: describe an organic reaction: reactants, conditions, products, and yield Starting materials: N#Cc1cccc(NC(=C2C(=O)Nc3ccccc32)c2ccccc2)c1, CN, CO. The product is CNC(=N)c1cccc(NC(=C2C(=O)Nc3ccccc32)c2ccccc2)c1. Reaction SMILES: [C:1](#[N:2])[c:3]1[cH:4][c:5]([NH:9][C:10]([c:11]2[cH:12][cH:13][cH:14][cH:15][cH:16]2)=[C:17]2[C:18](=[O:26])[NH:19][c:20]3[cH:21][cH:22][cH:23][cH:24][c:25]32)[cH:6][cH:7][cH:8]1.[CH3:27][NH2:28].[CH3:29][OH:30]>>[C:1](=[NH:2])([c:3]1[cH:4][c:5]([NH:9][C:10]([c:11]2[cH:12][cH:13][cH:14][cH:15][cH:16]2)=[C:17]2[C:18](=[O:26])[NH:19][c:20]3[cH:21][cH:22][cH:23][cH:24][c:25]32)[cH:6][cH:7][cH:8]1)[NH:28][CH3:27]. The reactants are OC1=CC=C(C=C1)C(C)(C)C1=CC=C(C=C1)O (bisphenol A), C(OC1=CC=CC=C1)(OC1=CC=CC=C1)=O (diphenyl carbonate), C(C1=CC=CC=C1)(=O)OC1=CC=CC=C1 (phenyl benzoate). Run at temperature 140 celsius, time 1 hour. Product: CC(C)(C1=CC=C(C=C1)O)C2=CC=C(C=C2)O.C(=O)(O)O (bisphenol A polycarbonate). Yield: 99.0%. RXN SMILES: [OH:1][C:2]1[CH:7]=[CH:6][C:5]([C:8]([C:11]2[CH:16]=[CH:15][C:14]([OH:17])=[CH:13][CH:12]=2)([CH3:10])[CH3:9])=[CH:4][CH:3]=1.[C:18](=[O:33])([O:26]C1C=CC=CC=1)[O:19]C1C=CC=CC=1.C(OC1C=CC=CC=1)(=O)C1C=CC=CC=1>>[CH3:10][C:8]([C:5]1[CH:6]=[CH:7][C:2]([OH:1])=[CH:3][CH:4]=1)([C:11]1[CH:12]=[CH:13][C:14]([OH:17])=[CH:15][CH:16]=1)[CH3:9].[C:18]([OH:33])([OH:26])=[O:19] |f:3.4|. Procedure: 0.25 mol bisphenol A, 0.27 mol diphenyl carbonate 3.5×10-6 mol tetrabutyl ammonium bis-4-nitrobenzoate, 6×10-3 mol phenyl benzoate were added to the glass reactor flushed with nitrogen at room temperature. The temperature was increased to 140° C. in 11/2 hour duration. Later the pressure was reduced from atmosphere to 110 mm Hg and temperature increased to 240° C., and on maintenance of these conditions for 1 hour, about 85% phenol was collected. Subsequently, the temperature was increased to 27...